This data is from the Open Reaction Database (ORD), a public repository of structured organic reaction records. The task is: describe an organic reaction: reactants, conditions, products, and yield The reactants are C(C)OC(=O)C=1C=NC2=CC(=CC=C2C1N(S(=O)(=O)C1=CC=C(C=C1)OC)CC1=CC=CC=C1)C(F)(F)F (4-[Benzyl-(4-methoxy-benzenesulfonyl)-amino]-7-trifluoromethyl-quinoline-3-carboxylic acid ethyl ester), [OH-].[Na+] (sodium hydroxide), Cl (HCl). The solvent is CO.C1CCOC1 (methanol THF). Conditions: temperature 25 celsius, time 18 hour. Product: C(C1=CC=CC=C1)N(C1=C(C=NC2=CC(=CC=C12)C(F)(F)F)C(=O)O)S(=O)(=O)C1=CC=C(C=C1)OC (4-[Benzyl-(4-methoxy-benzenesulfonyl)-amino]-7-trifluoromethyl-quinoline-3-carboxylic acid). The yield is 80.2%. As a reaction SMILES: C([O:3][C:4]([C:6]1[CH:7]=[N:8][C:9]2[C:14]([C:15]=1[N:16]([CH2:28][C:29]1[CH:34]=[CH:33][CH:32]=[CH:31][CH:30]=1)[S:17]([C:20]1[CH:25]=[CH:24][C:23]([O:26][CH3:27])=[CH:22][CH:21]=1)(=[O:19])=[O:18])=[CH:13][CH:12]=[C:11]([C:35]([F:38])([F:37])[F:36])[CH:10]=2)=[O:5])C.[OH-].[Na+].Cl>CO.C1COCC1>[CH2:28]([N:16]([S:17]([C:20]1[CH:25]=[CH:24][C:23]([O:26][CH3:27])=[CH:22][CH:21]=1)(=[O:19])=[O:18])[C:15]1[C:14]2[C:9](=[CH:10][C:11]([C:35]([F:37])([F:38])[F:36])=[CH:12][CH:13]=2)[N:8]=[CH:7][C:6]=1[C:4]([OH:5])=[O:3])[C:29]1[CH:30]=[CH:31][CH:32]=[CH:33][CH:34]=1 |f:1.2,4.5|. Procedure: To a solution of 1.065 g (2.00 mmol) of the product from Example 14 in 4 mL of methanol/THF (1:1) was added 2 mL of 1N sodium hydroxide solution and the resulting mixture was stirred at 25° C. for 18 h. The reaction was then acidified with 1N HCl and extracted with ethyl acetate (200 mL). The organic layer was washed with water and brine, dried over MgSO4, filtered and concentrated in vacuo. The resulting residue was triturated with ethyl acetate/hexane (1:9) and filtered to provide 828 mg (82%)...